From a dataset of the Open Reaction Database (ORD), a public repository of structured organic reaction records. describe an organic reaction: reactants, conditions, products, and yield Reactants: CC(=O)C (acetone), BrC=CC=C(CC(OCC)OCC)C (6-bromo-3-methyl-1,1-diethoxy-3,5-hexadiene). The product is C(C)OC(CC(=CC=CC(C)(O)C)C)OCC (1,1-diethoxy-3,7-dimethyl-7-hydroxy-3,5-octadiene), diethyl hydroxyacetal. RXN SMILES: Br[CH:2]=[CH:3][CH:4]=[C:5]([CH3:14])[CH2:6][CH:7]([O:11][CH2:12][CH3:13])[O:8][CH2:9][CH3:10].[CH3:15][C:16]([CH3:18])=[O:17]>>[CH2:9]([O:8][CH:7]([O:11][CH2:12][CH3:13])[CH2:6][C:5]([CH3:14])=[CH:4][CH:3]=[CH:2][C:16]([CH3:18])([OH:17])[CH3:15])[CH3:10]. Reported procedure: By proceeding as in Example 1, but starting with 6-bromo-3-methyl-1,1-diethoxy-3,5-hexadiene (0.43 g; 1.63 mmol) and an excess of acetone (0.4 g i.e. 4 equivalents), 1,1-diethoxy-3,7-dimethyl-7-hydroxy-3,5-octadiene, or C10 diethyl hydroxyacetal, (0.4 g) is obtained. After hydrolysis and purification by flash chromatography, eluting with a mixture of petroleum ether and diethyl ether (96/4 by volume), this compound yields dehydrocitral (0.121 g). The yield is 49.6%, based on the 6-bromo-3-methyl...